Dataset: the Open Reaction Database (ORD), a public repository of structured organic reaction records. Task: describe an organic reaction: reactants, conditions, products, and yield Starting materials: FC(C=1C=C(C=C(C1)C(F)(F)F)[C@@H](C)O[C@@H]1[C@H]([C@@H](CC1)N(C)CC(=O)O)C1=CC=C(C=C1)F)(F)F (1-(S)-(1-(R)-(3,5-Bis(trifluoromethyl)phenyl)ethoxy)-2-(S)-(4-fluorophenyl)-3-(R)-(N-(carboxymethyl)-N-methylamino)cyclopentane), CN(C)C=O (DMF), C(C(=O)Cl)(=O)Cl (oxalyl chloride). Run in C(Cl)Cl (methylene chloride). Reaction conditions: time 1 hour. Product: FC(C=1C=C(C=C(C1)C(F)(F)F)[C@@H](C)O[C@@H]1[C@H]([C@@H](CC1)N(C)CC(=O)Cl)C1=CC=C(C=C1)F)(F)F (1-(S)-(1-(R)-(3,5-Bis(trifluoromethyl)phenyl)ethoxy)-2-(S)-(4-fluorophenyl)-3-(R)-(N-(chlorocarbonylmethyl)-N-methylamino)cyclopentane). RXN SMILES: [F:1][C:2]([F:35])([F:34])[C:3]1[CH:4]=[C:5]([C@H:13]([O:15][C@H:16]2[CH2:20][CH2:19][C@@H:18]([N:21]([CH2:23][C:24](O)=[O:25])[CH3:22])[C@@H:17]2[C:27]2[CH:32]=[CH:31][C:30]([F:33])=[CH:29][CH:28]=2)[CH3:14])[CH:6]=[C:7]([C:9]([F:12])([F:11])[F:10])[CH:8]=1.CN(C=O)C.C(Cl)(=O)C([Cl:44])=O>C(Cl)Cl>[F:1][C:2]([F:35])([F:34])[C:3]1[CH:4]=[C:5]([C@H:13]([O:15][C@H:16]2[CH2:20][CH2:19][C@@H:18]([N:21]([CH2:23][C:24]([Cl:44])=[O:25])[CH3:22])[C@@H:17]2[C:27]2[CH:32]=[CH:31][C:30]([F:33])=[CH:29][CH:28]=2)[CH3:14])[CH:6]=[C:7]([C:9]([F:12])([F:11])[F:10])[CH:8]=1. Reported procedure: The residue from Step B was taken up in methylene chloride and a trace of DMF was added followed by 0.21 mL of oxalyl chloride. The reaction was stirred at room temperature for 1 h and then evaporated and used in Step D. RXN SMILES: [Na].[CH2:2]([O:9][P:10]([O-:19])[O:11][CH2:12][C:13]1[CH:18]=[CH:17][CH:16]=[CH:15][CH:14]=1)[C:3]1[CH:8]=[CH:7][CH:6]=[CH:5][CH:4]=1.[Na+].C(OP([O-])OCC1C=CC=CC=1)C1C=CC=CC=1.Cl[C:40]([O:42][CH2:43][CH3:44])=[O:41]>CCOCC.C(O)C>[CH2:43]([O:42][C:40]([P:10](=[O:19])([O:9][CH2:2][C:3]1[CH:4]=[CH:5][CH:6]=[CH:7][CH:8]=1)[O:11][CH2:12][C:13]1[CH:14]=[CH:15][CH:16]=[CH:17][CH:18]=1)=[O:41])[CH3:44] |f:2.3,^1:0|. Reactants: C(C1=CC=CC=C1)OP(OCC1=CC=CC=C1)[O-] (dibenzylphosphite), [Na+].C(C1=CC=CC=C1)OP(OCC1=CC=CC=C1)[O-] (dibenzylphosphite sodium salt), ClC(=O)OCC (ethyl chloroformate), [Na] (sodium). Solvent: CCOCC (ether), CCOCC (ether), CCOCC (ether), C(C)O (Ethanol). Procedure details: Ethanol (4.6 g) was added to a fine suspension of sodium metal (2.25 g) in dry ether (200 ml) under an atmosphere of nitrogen. The mixture was heated for 8 hours, after which dibenzylphosphite (25.7 g) in dry ether (50 ml) was added. After standing over-night the dibenzylphosphite sodium salt was added over a period of 2 hours to a cold solution of ethyl chloroformate (10.8 g) in ether, under an atmosphere of nitrogen. The reaction was heated at reflux for 1 hour, cooled, washed with water, a Na... The product is C(C)OC(=O)P(OCC1=CC=CC=C1)(OCC1=CC=CC=C1)=O (Dibenzyl ethoxycarbonylphosphonate). The reactants are Cl (hydrochloric acid), [BH4-].[Na+] (sodium borohydride), NC1=C(C=CC=C1)NC(C1=CC(=C(C(=C1)C(C)(C)C)O)C(C)(C)C)=O (N-(2-aminophenyl )-3,5-di-t-butyl-4-hydroxybenzamide), B(F)(F)F (BF3). The solvent is O1CCCC1 (tetrahydrofuran). Run at time 30 minute. The product is NC1=C(C=CC=C1)NCC1=CC(=C(C(=C1)C(C)(C)C)O)C(C)(C)C ((2-aminophenyl)-3,5-di-t-butyl-4-hydroxybenzylamine). Isolated yield 68.2%. As a reaction SMILES: [BH4-].[Na+].B(F)(F)F.[NH2:7][C:8]1[CH:13]=[CH:12][CH:11]=[CH:10][C:9]=1[NH:14][C:15](=O)[C:16]1[CH:21]=[C:20]([C:22]([CH3:25])([CH3:24])[CH3:23])[C:19]([OH:26])=[C:18]([C:27]([CH3:30])([CH3:29])[CH3:28])[CH:17]=1.Cl>O1CCCC1>[NH2:7][C:8]1[CH:13]=[CH:12][CH:11]=[CH:10][C:9]=1[NH:14][CH2:15][C:16]1[CH:17]=[C:18]([C:27]([CH3:28])([CH3:29])[CH3:30])[C:19]([OH:26])=[C:20]([C:22]([CH3:25])([CH3:24])[CH3:23])[CH:21]=1 |f:0.1|. Procedure details: To a suspension of sodium borohydride (2.72 g) in tetrahydrofuran (80 ml) was added dropwise under ice-cooling BF3, Et20 (8.86 ml) and the mixture was stirred for 30 minutes. To this mixture was added by portions N-(2-aminophenyl )-3,5-di-t-butyl-4-hydroxybenzamide (3.06 g ) and the mixture was stirred overnight while returning slowly to room temperature. 6N hydrochloric acid war added and the mixture was heated under reflux for 30 minutes, the solvent was distilled off and the residue was place... Starting materials: C(C1=CC=CC=C1)N(C1=C(C(=CC=C1)NS(=O)(=O)C)C)CC1=CC=C(OC2=CC=C(C=C2)CCCC(=O)O)C=C1 (4-(4-{4-[(benzyl{2-methyl-3-[(methylsulfonyl)amino]phenyl}amino)methyl]phenoxy}phenyl)butanoic acid), Cl.COC([C@@H](N)CC(=O)OC)=O (L-Aspartic acid dimethyl ester hydrochloride), 224B. Yields the product C(C1=CC=CC=C1)N(C1=C(C(=CC=C1)NS(=O)(=O)C)C)CC1=CC=C(OC2=CC=C(C=C2)CCCC(=O)N[C@@H](CC(=O)O)C(=O)O)C=C1 (N-[4-(4-{4-[(benzyl{2-methyl-3-[(methylsulfonyl)amino]phenyl}amino)methyl]phenoxy}phenyl)butanoyl]-L-aspartic acid). As a reaction SMILES: [CH2:1]([N:8]([CH2:21][C:22]1[CH:40]=[CH:39][C:25]([O:26][C:27]2[CH:32]=[CH:31][C:30]([CH2:33][CH2:34][CH2:35][C:36](O)=[O:37])=[CH:29][CH:28]=2)=[CH:24][CH:23]=1)[C:9]1[CH:14]=[CH:13][CH:12]=[C:11]([NH:15][S:16]([CH3:19])(=[O:18])=[O:17])[C:10]=1[CH3:20])[C:2]1[CH:7]=[CH:6][CH:5]=[CH:4][CH:3]=1.Cl.C[O:43][C:44](=[O:52])[C@H:45]([CH2:47][C:48]([O:50]C)=[O:49])[NH2:46]>>[CH2:1]([N:8]([CH2:21][C:22]1[CH:23]=[CH:24][C:25]([O:26][C:27]2[CH:28]=[CH:29][C:30]([CH2:33][CH2:34][CH2:35][C:36]([NH:46][C@H:45]([C:44]([OH:43])=[O:52])[CH2:47][C:48]([OH:50])=[O:49])=[O:37])=[CH:31][CH:32]=2)=[CH:39][CH:40]=1)[C:9]1[CH:14]=[CH:13][CH:12]=[C:11]([NH:15][S:16]([CH3:19])(=[O:17])=[O:18])[C:10]=1[CH3:20])[C:2]1[CH:3]=[CH:4][CH:5]=[CH:6][CH:7]=1 |f:1.2|. Procedure details: The product from Example 100 (56 mg, 0.1 mmole) and L-Aspartic acid dimethyl ester hydrochloride (40 mg, 0.2 mmole) were processed as in Examples 213A and 224B to provide the title compound. 1H NMR (500 MHz, DMSO-d6) δ11.46-13.35 (br.s, 2 H), 8.95 (s, 1 H), 8.13 (d, 1 H), 7.26 (m, 6 H), 7.18 (m, 3 H), 7.03 (m, 1 H), 6.96 (m, 2 H), 6.88 (m, 4 H), 4.54 (m, 1 H), 4.05 (s, 2 H), 4.01 (s, 2 H), 2.91 (s, 3 H), 2.69 (m, 1 H), 2.55 (m, 3 H), 2.39 (s, 3 H), 2.12 (t, 2 H), 1.76 (m, 2 H); MS (APCI+) m/z 67... Reactants: Cl.NC(C1CCN(CC1)C(=O)OCC)=NO (ethyl 4-[amino(hydroxyimino)methyl]-1-piperidine-carboxylate hydrochloride), [O-]CC.[Na+] (sodium ethoxide), NC1=C(C=C(C2=C1CCO2)C(=O)OC)Cl (methyl 4-amino-5-chloro-2,3-di-hydro-7-benzofurancarboxylate). Solvent: C(C)O (ethanol). RXN SMILES: Cl.[NH2:2][C:3](=[N:15][OH:16])[CH:4]1[CH2:9][CH2:8][N:7]([C:10]([O:12][CH2:13][CH3:14])=[O:11])[CH2:6][CH2:5]1.[O-]CC.[Na+].[NH2:21][C:22]1[C:27]2[CH2:28][CH2:29][O:30][C:26]=2[C:25]([C:31](OC)=O)=[CH:24][C:23]=1[Cl:35]>C(O)C>[NH2:21][C:22]1[C:27]2[CH2:28][CH2:29][O:30][C:26]=2[C:25]([C:31]2[O:16][N:15]=[C:3]([CH:4]3[CH2:5][CH2:6][N:7]([C:10]([O:12][CH2:13][CH3:14])=[O:11])[CH2:8][CH2:9]3)[N:2]=2)=[CH:24][C:23]=1[Cl:35] |f:0.1,2.3|. Reaction conditions: time 30 minute. Isolated yield 73.9%. The product is NC1=C(C=C(C2=C1CCO2)C2=NC(=NO2)C2CCN(CC2)C(=O)OCC)Cl (ethyl 4- [5-(4-amino-5-chloro-2,3-dihydro-7-benzofuranyl)- 1,2,4-oxadiazol-3-yl]-1-piperidinecarboxylate). Procedure: A mixture of intermediate 2 (10.07 g), sodium ethoxide (5.42 g) and molecular sieves (45 g) in ethanol (150 ml) was stirred for 30 minutes at RT. Intermediate 1 (9.1 g) was added and the reaction mixture was stirred and refluxed for 10 hours. The reaction mixture was cooled, filtered and the filtrate evaporated. The residue was purified by column chromatography on silica gel (eluent: CH2Cl2 /CH3OH 95/5). The pure fractions were collected and the solvent evaporated, yielding 11.6 g (74%) of ethyl... The reactants are BrC1=CC2=C(N(C=N2)C2=CC(=C(S2)C(=O)OC)O[C@H](C)C2=C(C(=CC=C2)O[Si](C)(C)C(C)(C)C)Cl)C=C1 (Methyl 5-(5-bromo-1H-benzimidazol-1-yl)-3-{[(1R)-1-(2-chloro-3-{[(1,1-dimethylethyl)(dimethyl)silyl]oxy}phenyl)ethyl]oxy}-2-thiophenecarboxylate), Intermediate 9, BrC1=CC2=C(N(C=N2)C2=CC(=C(S2)C(=O)OC)O[C@H](C)C2=C(C(=CC=C2)O[Si](C)(C)C(C)(C)C)Cl)C=C1 (Methyl 5-(5-bromo-1H-benzimidazol-1-yl)-3-{[(1R)-1-(2-chloro-3-{[(1,1-dimethylethyl)(dimethyl)silyl]oxy}phenyl)ethyl]oxy}-2-thiophenecarboxylate), N1=CC(=CC=C1)B(O)O (pyridine-3-boronic acid). Yields the product ClC1=C(C=CC=C1O)[C@@H](C)OC1=C(SC(=C1)N1C=NC2=C1C=CC(=C2)C=2C=NC=CC2)C(=O)OC (Methyl 3-{[(1R)-1-(2-chloro-3-hydroxyphenyl)ethyl]oxy}-5-[5-(3-pyridinyl)-1H-benzimidazol-1-yl]-2-thiophenecarboxylate). Isolated yield 52.6%. Reaction SMILES: Br[C:2]1[CH:37]=[CH:36][C:5]2[N:6]([C:9]3[S:13][C:12]([C:14]([O:16][CH3:17])=[O:15])=[C:11]([O:18][C@@H:19]([C:21]4[CH:26]=[CH:25][CH:24]=[C:23]([O:27][Si](C(C)(C)C)(C)C)[C:22]=4[Cl:35])[CH3:20])[CH:10]=3)[CH:7]=[N:8][C:4]=2[CH:3]=1.[N:38]1[CH:43]=[CH:42][CH:41]=[C:40](B(O)O)[CH:39]=1>>[Cl:35][C:22]1[C:23]([OH:27])=[CH:24][CH:25]=[CH:26][C:21]=1[C@H:19]([O:18][C:11]1[CH:10]=[C:9]([N:6]2[C:5]3[CH:36]=[CH:37][C:2]([C:40]4[CH:39]=[N:38][CH:43]=[CH:42][CH:41]=4)=[CH:3][C:4]=3[N:8]=[CH:7]2)[S:13][C:12]=1[C:14]([O:16][CH3:17])=[O:15])[CH3:20]. Procedure: Methyl 5-(5-bromo-1H-benzimidazol-1-yl)-3-{[(1R)-1-(2-chloro-3-{[(1,1-dimethylethyl)(dimethyl)silyl]oxy}phenyl)ethyl]oxy}-2-thiophenecarboxylate (Intermediate 8, 500 mg, 0.80 mmol) and pyridine-3-boronic acid (120 mg, 0.96 mmol) were coupled using a procedure analogous to Intermediate 9 to give 213 mg of the title compound (53%). MS m/z=506 [M+H]+. The reactants are C(CC)C1=C(OCCCOC2=CC=C3CCC(OC3=C2)C(=O)OCC)C=CC(=C1)OC1=CC=CC=C1 (Ethyl 7-(3-(2-propyl-4-phenoxyphenoxy)propoxy)-chromane-2-carboxylate), CN(P(=O)(N(C)C)N(C)C)C (hexamethylphosphoramide), C[Si](C)(C)[N-][Si](C)(C)C.[Na+] (sodium bis(trimethylsilyl)amide), ICCC (iodopropane). Solvent: C1CCOC1 (THF). Reaction conditions: time 30 minute. The product is C(CC)C1=C(OCCCOC2=CC=C3CCC(OC3=C2)(C(=O)OCC)CCC)C=CC(=C1)OC1=CC=CC=C1 (Ethyl 7-(3-(2-propyl-4-phenoxyphenoxy)propoxy)-2-propylchromane-2-carboxylate). Yield: 30.4%. As a reaction SMILES: [CH2:1]([C:4]1[CH:29]=[C:28]([O:30][C:31]2[CH:36]=[CH:35][CH:34]=[CH:33][CH:32]=2)[CH:27]=[CH:26][C:5]=1[O:6][CH2:7][CH2:8][CH2:9][O:10][C:11]1[CH:20]=[C:19]2[C:14]([CH2:15][CH2:16][CH:17]([C:21]([O:23][CH2:24][CH3:25])=[O:22])[O:18]2)=[CH:13][CH:12]=1)[CH2:2][CH3:3].CN(C)P(N(C)C)(N(C)C)=O.C[Si]([N-][Si](C)(C)C)(C)C.[Na+].I[CH2:59][CH2:60][CH3:61]>C1COCC1>[CH2:1]([C:4]1[CH:29]=[C:28]([O:30][C:31]2[CH:32]=[CH:33][CH:34]=[CH:35][CH:36]=2)[CH:27]=[CH:26][C:5]=1[O:6][CH2:7][CH2:8][CH2:9][O:10][C:11]1[CH:20]=[C:19]2[C:14]([CH2:15][CH2:16][C:17]([CH2:59][CH2:60][CH3:61])([C:21]([O:23][CH2:24][CH3:25])=[O:22])[O:18]2)=[CH:13][CH:12]=1)[CH2:2][CH3:3] |f:2.3|. Procedure: To a 2 ml THF solution of ethyl 7-(3-(2-propyl-4-phenoxyphenoxy)propoxy)-chromane-2-carboxylate (Example 1, Step B) (100 mg, 0.204 mmol) were added hexamethylphosphoramide (0.046 ml, 0.26 mmol) and sodium bis(trimethylsilyl)amide (1.0M THF solution) (0.265 ml, 0.265 mmol) upon cooling in a dry ice-acetone bath. After stirring at that temperature for 30min, to it was added iodopropane (0.06 ml, 6.2 mmol). The cooling bath was removed and the reaction mixture was gradually warmed to rt overnight. ...